This data is from the Open Reaction Database (ORD), a public repository of structured organic reaction records. The task is: describe an organic reaction: reactants, conditions, products, and yield The reactants are C1CCOC1, COC(=O)Cc1cccc(Nc2ncnc(Nc3cccc(Br)c3)n2)c1, [Li+], [OH-], O. Yields the product O=C(O)Cc1cccc(Nc2ncnc(Nc3cccc(Br)c3)n2)c1. Reaction SMILES: [CH2:27]1[O:28][CH2:29][CH2:30][CH2:31]1.[CH3:1][O:2][C:3]([CH2:4][c:5]1[cH:6][c:7]([NH:11][c:12]2[n:13][cH:14][n:15][c:16]([NH:18][c:19]3[cH:20][c:21]([Br:25])[cH:22][cH:23][cH:24]3)[n:17]2)[cH:8][cH:9][cH:10]1)=[O:26].[Li+:33].[OH-:32].[OH2:34]>>[O:2]=[C:3]([CH2:4][c:5]1[cH:6][c:7]([NH:11][c:12]2[n:13][cH:14][n:15][c:16]([NH:18][c:19]3[cH:20][c:21]([Br:25])[cH:22][cH:23][cH:24]3)[n:17]2)[cH:8][cH:9][cH:10]1)[OH:26]. Starting materials: O1CCCC1 (tetrahydrofuran), C(=O)([O-])C(O)C(O)C(=O)[O-].[Na+].[K+] (potassium sodium tartrate), N1=C(C=CC=C1)CCC1=CC=C(C(=O)OC)C=C1 (methyl 4-(2-pyridin-2-yl-ethyl)benzoate), [H-].C(C(C)C)[NH2+]CC(C)C (diisobutyl ammonium hydride). The solvent is C(C)(=O)OCC (Ethyl acetate). Reaction conditions: time 30 minute. Product: N1=C(C=CC=C1)CCC1=CC=C(CO)C=C1 (4-(2-Pyridin-2-yl-ethyl)benzyl alcohol). Yield: 96.2%. Reaction SMILES: O1CCCC1.[N:6]1[CH:11]=[CH:10][CH:9]=[CH:8][C:7]=1[CH2:12][CH2:13][C:14]1[CH:23]=[CH:22][C:17]([C:18](OC)=[O:19])=[CH:16][CH:15]=1.[H-].C([NH2+]CC(C)C)C(C)C.C(C(C(C([O-])=O)O)O)([O-])=O.[Na+].[K+]>C(OCC)(=O)C>[N:6]1[CH:11]=[CH:10][CH:9]=[CH:8][C:7]=1[CH2:12][CH2:13][C:14]1[CH:15]=[CH:16][C:17]([CH2:18][OH:19])=[CH:22][CH:23]=1 |f:2.3,4.5.6|. Procedure details: To an anhydrous tetrahydrofuran (50 mL) solution of methyl 4-(2-pyridin-2-yl-ethyl)benzoate 3.71 g, 15.4 mmol) described in Manufacturing Example 93-1-3 was added diisobutyl ammonium hydride (0.97 M toluene solution, 39.7 mL, 38.5 mmol) on a dry ice-ethanol bath (−78° C.) under nitrogen atmosphere. After 30 minutes of stirring, 15% aqueous potassium sodium tartrate solution (100 mL) was added to the reaction mixture, and stirred for 30 minutes at room temperature. Ethyl acetate (100 mL) was adde... Reactants: CCCCc1nc2cccnc2n1-c1cccc2cc(-c3ccccc3C(=O)OC)ccc12, CCO, [Na+], [OH-]. Yields the product CCCCc1nc2cccnc2n1-c1cccc2cc(-c3ccccc3C(=O)O)ccc12. Reaction SMILES: [CH3:1][O:2][C:3]([c:4]1[c:5](-[c:10]2[cH:11][c:12]3[cH:13][cH:14][cH:15][c:16](-[n:20]4[c:21]([CH2:29][CH2:30][CH2:31][CH3:32])[n:22][c:23]5[c:24]4[n:25][cH:26][cH:27][cH:28]5)[c:17]3[cH:18][cH:19]2)[cH:6][cH:7][cH:8][cH:9]1)=[O:33].[CH3:36][CH2:37][OH:38].[Na+:35].[OH-:34]>>[O:2]=[C:3]([c:4]1[c:5](-[c:10]2[cH:11][c:12]3[cH:13][cH:14][cH:15][c:16](-[n:20]4[c:21]([CH2:29][CH2:30][CH2:31][CH3:32])[n:22][c:23]5[c:24]4[n:25][cH:26][cH:27][cH:28]5)[c:17]3[cH:18][cH:19]2)[cH:6][cH:7][cH:8][cH:9]1)[OH:33]. Reactants: CC(=O)OC(C)=O, Nc1ccc2c(c1)N1CCN(CC3CC3)C(C2)C1, c1ccncc1. Yields the product CC(=O)Nc1ccc2c(c1)N1CCN(CC3CC3)C(C2)C1. As a reaction SMILES: [CH3:19][C:20](=[O:21])[O:22][C:23](=[O:24])[CH3:25].[CH:1]1([CH2:4][N:5]2[CH2:6][CH2:7][N:8]3[c:9]4[c:10]([cH:14][cH:15][c:16]([NH2:18])[cH:17]4)[CH2:11][CH:12]2[CH2:13]3)[CH2:2][CH2:3]1.[cH:26]1[cH:27][cH:28][n:29][cH:30][cH:31]1>>[CH:1]1([CH2:4][N:5]2[CH2:6][CH2:7][N:8]3[c:9]4[c:10]([cH:14][cH:15][c:16]([NH:18][C:20]([CH3:19])=[O:21])[cH:17]4)[CH2:11][CH:12]2[CH2:13]3)[CH2:2][CH2:3]1.